Dataset: the Open Reaction Database (ORD), a public repository of structured organic reaction records. Task: describe an organic reaction: reactants, conditions, products, and yield Yields the product C(C)N(CCCNC(CN1N=CC(=C1C1=CC=C(C=C1)F)C1=CC=C(C=C1)F)=O)CC (N-[3-(diethylamino)propyl]-4,5-bis(4-fluorophenyl)-1H-pyrazole-1-acetamide). Procedure: By a procedure substantially similar to that of Example 14, 8 g (0.023 mol) of ethyl 4,5-bis(4-fluorophenyl)-1H-pyrazole-1-acetate of Example 3 and 34.3 mL (0.22 mol) of diethylaminopropylamine were reacted to produce 4.45 g of N-[3-(diethylamino)propyl]-4,5-bis(4-fluorophenyl)-1H-pyrazole-1-acetamide. The solid product after trituration in water collapsed to a non-crystalline, white, waxy solid upon drying. As a reaction SMILES: [F:1][C:2]1[CH:7]=[CH:6][C:5]([C:8]2[CH:9]=[N:10][N:11]([CH2:20][C:21]([O:23]CC)=O)[C:12]=2[C:13]2[CH:18]=[CH:17][C:16]([F:19])=[CH:15][CH:14]=2)=[CH:4][CH:3]=1.[CH2:26]([N:28]([CH2:31][CH2:32][CH2:33][NH2:34])[CH2:29][CH3:30])[CH3:27]>>[CH2:26]([N:28]([CH2:29][CH3:30])[CH2:31][CH2:32][CH2:33][NH:34][C:21](=[O:23])[CH2:20][N:11]1[C:12]([C:13]2[CH:18]=[CH:17][C:16]([F:19])=[CH:15][CH:14]=2)=[C:8]([C:5]2[CH:4]=[CH:3][C:2]([F:1])=[CH:7][CH:6]=2)[CH:9]=[N:10]1)[CH3:27]. The reactants are FC1=CC=C(C=C1)C=1C=NN(C1C1=CC=C(C=C1)F)CC(=O)OCC (ethyl 4,5-bis(4-fluorophenyl)-1H-pyrazole-1-acetate), C(C)N(CC)CCCN (diethylaminopropylamine). The yield is 45.4%.